This data is from the Open Reaction Database (ORD), a public repository of structured organic reaction records. The task is: describe an organic reaction: reactants, conditions, products, and yield Reactants: COC(=O)CCc1ccc2c(c1)OCO2, O=Cc1ccc2c(c1)OCO2, CCCCc1ncc(C=O)n1Cc1ccccc1Cl, [Li]CCCC, COCCOC, CCOC(C)=O, CC(C)NC(C)C, [H-], [H][H], [Na+], C1CCOC1. Yields the product CCCCc1ncc(C(O)C(Cc2ccc3c(c2)OCO3)C(=O)OC)n1Cc1ccccc1Cl. Reaction SMILES: [CH2:13]1[O:14][c:15]2[cH:16][c:17]([CH2:22][CH2:23][C:24](=[O:25])[O:26][CH3:27])[cH:18][cH:19][c:20]2[O:21]1.[CH2:28]1[O:29][c:30]2[cH:31][cH:32][c:33]([CH:34]=[O:35])[cH:36][c:37]2[O:38]1.[CH2:43]([CH2:44][CH2:45][CH3:46])[c:47]1[n:48]([CH2:54][c:55]2[c:56]([Cl:61])[cH:57][cH:58][cH:59][cH:60]2)[c:49]([CH:52]=[O:53])[cH:50][n:51]1.[CH2:8]([Li:9])[CH2:10][CH2:11][CH3:12].[CH3:67][O:68][CH2:69][CH2:70][O:71][CH3:72].[CH3:73][CH2:74][O:75][C:76](=[O:77])[CH3:78].[CH:1]([NH:2][CH:3]([CH3:4])[CH3:5])([CH3:6])[CH3:7].[H-:39].[H:41][H:42].[Na+:40].[O:62]1[CH2:63][CH2:64][CH2:65][CH2:66]1>>[CH2:13]1[O:14][c:15]2[cH:16][c:17]([CH2:22][CH:23]([C:24](=[O:25])[O:26][CH3:27])[CH:52]([c:49]3[n:48]([CH2:54][c:55]4[c:56]([Cl:61])[cH:57][cH:58][cH:59][cH:60]4)[c:47]([CH2:43][CH2:44][CH2:45][CH3:46])[n:51][cH:50]3)[OH:53])[cH:18][cH:19][c:20]2[O:21]1. Starting materials: FC=1C=C(COC2=CC=C(C=C2)N)C=CC1 (4-(3-fluoro-benzyloxy)-phenylamine), CC1(OC(C2(CC2)C(O1)=O)=O)C (6,6-dimethyl-5,7-dioxa-spiro[2,5]octane-4,8-dione), C(C)OCC (diethylether). Solvent: ClCCl (dichloromethane). Yields the product FC=1C=C(COC2=CC=C(C=C2)N2C(C(CC2)C(=O)O)=O)C=CC1 ((RS)-1-[4-(3-Fluoro-benzyloxy)-phenyl]-2-oxo-pyrrolidine-3-carboxylic Acid). The yield is 56.6%. As a reaction SMILES: [F:1][C:2]1[CH:3]=[C:4]([CH:14]=[CH:15][CH:16]=1)[CH2:5][O:6][C:7]1[CH:12]=[CH:11][C:10]([NH2:13])=[CH:9][CH:8]=1.CC1(C)[O:25][C:24](=O)[C:21]2([CH2:23][CH2:22]2)[C:20](=[O:27])[O:19]1.C(OCC)C>ClCCl>[F:1][C:2]1[CH:3]=[C:4]([CH:14]=[CH:15][CH:16]=1)[CH2:5][O:6][C:7]1[CH:12]=[CH:11][C:10]([N:13]2[CH2:23][CH2:22][CH:21]([C:20]([OH:27])=[O:19])[C:24]2=[O:25])=[CH:9][CH:8]=1. Reported procedure: A solution of 561 mg (2.6 mmol) 4-(3-fluoro-benzyloxy)-phenylamine and 448 mg (2.6 mmol) 6,6-dimethyl-5,7-dioxa-spiro[2,5]octane-4,8-dione in 2 ml dichloromethane is refluxed for 16 hours. 5 ml of diethylether is added and the precipitate filtered off to yield 485 mg (57%) of a colorless solid. MS: m/e=330.2 (M+H)+.